Task: describe an organic reaction: reactants, conditions, products, and yield. Dataset: the Open Reaction Database (ORD), a public repository of structured organic reaction records Starting materials: C1=CC=CC=2OC3=CC=CC=C3C(C12)C(=O)O (xanthene-9-carboxylic acid), ClN1C(CCC1=O)=O (N-chlorosuccinimide), Cl (HCl). Solvent: C(C)(=O)O (acetic acid). Run at time 12 hour. The product is ClC1=CC=2C(C3=CC(=CC=C3OC2C=C1)Cl)C(=O)O (2,7-Dichloroxanthene-9-carboxylic Acid). Yield: 100.0%. Reaction SMILES: [CH:1]1[C:14]2[CH:13]([C:15]([OH:17])=[O:16])[C:12]3[C:7](=[CH:8][CH:9]=[CH:10][CH:11]=3)[O:6][C:5]=2[CH:4]=[CH:3][CH:2]=1.[Cl:18]N1C(=O)CCC1=O.[ClH:26]>C(O)(=O)C>[Cl:26][C:2]1[CH:3]=[CH:4][C:5]2[O:6][C:7]3[C:12](=[CH:11][C:10]([Cl:18])=[CH:9][CH:8]=3)[CH:13]([C:15]([OH:17])=[O:16])[C:14]=2[CH:1]=1. Procedure details: To a suspension of 10 g of xanthene-9-carboxylic acid and 14 g of N-chlorosuccinimide in 80 mL of acetic acid was added with stirring dropwise 2.0 mL of conc. HCl over a period of 5 minutes. The mixture was stirred at room temperature for 12 hours and quenched by the addition of 150 mL of water. The precipitated solid was removed by filtration, rinsed with water, and dried in air to give 12.6 g (100%) of the crude carboxylic acid as a white solid. Recrystallization from MeOH--EtOAc (2:1) gave 6.... Starting materials: [Si](C)(C)(C(C)(C)C)OCC=1SSC(=CC1)COC1=C(C=CC(=C1)C(F)(F)F)Cl (3-[(tert-butyldimethylsilyloxy)methyl]-6-[(2-chloro-5-trifluoromethyl-phenyloxy)methyl]-1,2-dithiin), [F-].C(CCC)[N+](CCCC)(CCCC)CCCC (tetrabutylammonium fluoride). Solvent: C1CCOC1 (THF), C1CCOC1 (THF), C(C)(=O)O (acetic acid). Conditions: time 5 hour. Product: OCC=1SSC(=CC1)COC1=C(C=CC(=C1)C(F)(F)F)Cl (3-(Hydroxymethyl)-6-[(2-chloro-5-trifluoromethyl-phenyloxy)methyl]-1,2-dithiin). Yield: 57.0%. RXN SMILES: [Si]([O:8][CH2:9][C:10]1[S:11][S:12][C:13]([CH2:16][O:17][C:18]2[CH:23]=[C:22]([C:24]([F:27])([F:26])[F:25])[CH:21]=[CH:20][C:19]=2[Cl:28])=[CH:14][CH:15]=1)(C(C)(C)C)(C)C.[F-].C([N+](CCCC)(CCCC)CCCC)CCC>C1COCC1.C(O)(=O)C>[OH:8][CH2:9][C:10]1[S:11][S:12][C:13]([CH2:16][O:17][C:18]2[CH:23]=[C:22]([C:24]([F:25])([F:26])[F:27])[CH:21]=[CH:20][C:19]=2[Cl:28])=[CH:14][CH:15]=1 |f:1.2|. Procedure details: To a stirred solution of the 3-[(tert-butyldimethylsilyloxy)methyl]-6-[(2-chloro-5-trifluoromethyl-phenyloxy)methyl]-1,2-dithiin obtained above (290 mg, 0.62 mmol) in 8 mL of THF was added a solution of 4 mL of 1M tetrabutylammonium fluoride in THF and 2.5 mL of acetic acid. The reaction mixture was stirred for 5 h until TLC analysis showed the reaction to be complete. The reaction mixture was partitioned between 30 mL of water and 50 mL of ethyl acetate. The organic phase was washed with 3% aqu... Reactants: ClC1=CC=C(C=C1)[C@@H](C(=O)NC=1C=C(C=CC1F)CC(C(=O)OCC)C)[C@H](C(F)(F)F)C (ethyl 3-(3-{[(2S,3R)-2-(4-chlorophenyl)-4,4,4-trifluoro-3-methylbutanoyl]amino}-4-fluorophenyl)-2-methylpropanoate), [OH-].[Li+] (lithium hydroxide), Cl (hydrochloric acid). The solvent is CO (methanol), C1CCOC1 (THF), O (water), O (water). Reaction conditions: temperature 0 celsius, time 1 hour. The product is ClC1=CC=C(C=C1)C(C(=O)NC=1C=C(C=CC1F)CC(C(=O)O)C)[C@H](C(F)(F)F)C (3-(3-{[(3R)-2-(4-Chlorophenyl)-4,4,4-trifluoro-3-methylbutanoyl]amino}-4-fluorophenyl)-2-methylpropanoic acid). As a reaction SMILES: [Cl:1][C:2]1[CH:7]=[CH:6][C:5]([C@H:8]([C@@H:27]([CH3:32])[C:28]([F:31])([F:30])[F:29])[C:9]([NH:11][C:12]2[CH:13]=[C:14]([CH2:19][CH:20]([CH3:26])[C:21]([O:23]CC)=[O:22])[CH:15]=[CH:16][C:17]=2[F:18])=[O:10])=[CH:4][CH:3]=1.[OH-].[Li+].Cl>CO.C1COCC1.O>[Cl:1][C:2]1[CH:7]=[CH:6][C:5]([CH:8]([C@@H:27]([CH3:32])[C:28]([F:31])([F:29])[F:30])[C:9]([NH:11][C:12]2[CH:13]=[C:14]([CH2:19][CH:20]([CH3:26])[C:21]([OH:23])=[O:22])[CH:15]=[CH:16][C:17]=2[F:18])=[O:10])=[CH:4][CH:3]=1 |f:1.2|. Reported procedure: 300 mg (0.633 mmol) of ethyl 3-(3-{[(2S,3R)-2-(4-chlorophenyl)-4,4,4-trifluoro-3-methylbutanoyl]amino}-4-fluorophenyl)-2-methylpropanoate (diastereomer mixture) were dissolved in a mixture of in each case 1.0 ml of methanol, THF and water, and 265.5 mg (6.33 mmol) of lithium hydroxide were added at 0° C. The mixture was stirred initially at 0° C. for 1 h and then at RT for 1 h. The solution was then diluted with water and acidified with 1 N hydrochloric acid (pH about 2). The aqueous phase was e... Reactants: O (water), ice, C([O-])(O)=O.[Na+] (sodium bicarbonate), OC(CCCCCCCCCCCN1C(=O)N(C=2N=CN(C2C1=O)C)C)CO (1-(12,13-Dihydroxy-tridecyl)-3,7-dimethylxanthine), Br (hydrogen bromide), solution, C(C)(=O)O (acetic acid). Conditions: time 30 minute. Yields the product C(C)(=O)OC(CCCCCCCCCCCN1C(=O)N(C=2N=CN(C2C1=O)C)C)CBr (1-(12-acetoxy-13-bromotridecyl)-3,7-dimethylxanthine). Reaction SMILES: [OH:1][CH:2]([CH2:27]O)[CH2:3][CH2:4][CH2:5][CH2:6][CH2:7][CH2:8][CH2:9][CH2:10][CH2:11][CH2:12][CH2:13][N:14]1[C:23](=[O:24])[C:22]2[N:21]([CH3:25])[CH:20]=[N:19][C:18]=2[N:17]([CH3:26])[C:15]1=[O:16].[BrH:29].O.C(=O)(O)[O-].[Na+].[C:36]([OH:39])(=O)[CH3:37]>>[C:36]([O:1][CH:2]([CH2:27][Br:29])[CH2:3][CH2:4][CH2:5][CH2:6][CH2:7][CH2:8][CH2:9][CH2:10][CH2:11][CH2:12][CH2:13][N:14]1[C:23](=[O:24])[C:22]2[N:21]([CH3:25])[CH:20]=[N:19][C:18]=2[N:17]([CH3:26])[C:15]1=[O:16])(=[O:39])[CH3:37] |f:3.4|. Reported procedure: 1-(12,13-Dihydroxy-tridecyl)-3,7-dimethylxanthine (1.15 g, 2.92 mmol) was stirred with hydrogen bromide (2.84 mL of a 30% solution in acetic acid, 8.76 mmol) for 2 hours. The mixture was then added over 10 minutes to water (20 mL), ice (15 g) and sodium bicarbonate (5 g) and stirred for 30 minutes. The reaction mixture was extracted with dichloromethane (2×50 mL), and the combined organic phases were dried using magnesium sulfate and the solvent evaporated to obtain a residue of 1-(12-acetoxy-13... Starting materials: CCC(COC)n1cc(Br)nc(Br)c1=O, COc1cc(C)c2c(c1)CCN2, Cl. Product: CCC(COC)n1cc(Br)nc(N2CCc3cc(OC)cc(C)c32)c1=O. As a reaction SMILES: [Br:1][c:2]1[c:3](=[O:15])[n:4]([CH:9]([CH2:10][CH3:11])[CH2:12][O:13][CH3:14])[cH:5][c:6]([Br:8])[n:7]1.[CH3:17][O:18][c:19]1[cH:20][c:21]2[c:25]([c:26]([CH3:28])[cH:27]1)[NH:24][CH2:23][CH2:22]2.[ClH:16]>>[c:2]1([N:24]2[CH2:23][CH2:22][c:21]3[cH:20][c:19]([O:18][CH3:17])[cH:27][c:26]([CH3:28])[c:25]32)[c:3](=[O:15])[n:4]([CH:9]([CH2:10][CH3:11])[CH2:12][O:13][CH3:14])[cH:5][c:6]([Br:8])[n:7]1. Reactants: c1ccc(CNc2ccccc2)cc1, C=CCBr, Cc1ccccc1, CCOC(C)=O, [Na+], [Na+], O=C([O-])[O-], C=CCN(Cc1ccccc1)c1ccccc1, C[N+]([O-])=C(Cn1ccnc1)c1ccccc1. The product is CN1OC(CN(Cc2ccccc2)c2ccccc2)CC1(Cn1ccnc1)c1ccccc1. As a reaction SMILES: [CH2:34]([NH:35][c:36]1[cH:37][cH:38][cH:39][cH:40][cH:41]1)[c:42]1[cH:43][cH:44][cH:45][cH:46][cH:47]1.[CH2:48]([Br:49])[CH:50]=[CH2:51].[CH3:58][c:59]1[cH:60][cH:61][cH:62][cH:63][cH:64]1.[CH3:65][CH2:66][O:67][C:68](=[O:69])[CH3:70].[Na+:52].[Na+:53].[O-:54][C:55](=[O:56])[O-:57].[c:17]1([N:23]([CH2:24][CH:25]=[CH2:26])[CH2:27][c:28]2[cH:29][cH:30][cH:31][cH:32][cH:33]2)[cH:18][cH:19][cH:20][cH:21][cH:22]1.[c:1]1([C:7]([CH2:8][n:9]2[cH:10][n:11][cH:12][cH:13]2)=[N+:14]([CH3:15])[O-:16])[cH:2][cH:3][cH:4][cH:5][cH:6]1>>[c:1]1([C:7]2([CH2:8][n:9]3[cH:10][n:11][cH:12][cH:13]3)[N:14]([CH3:15])[O:16][CH:25]([CH2:24][N:23]([c:17]3[cH:18][cH:19][cH:20][cH:21][cH:22]3)[CH2:27][c:28]3[cH:29][cH:30][cH:31][cH:32][cH:33]3)[CH2:26]2)[cH:2][cH:3][cH:4][cH:5][cH:6]1. Reactants: C(C)OC(CC=1C=C(C(=CC1)OC)C1=C(C=C(C=C1)C=1C=NC(=CC1)OCC)C=O)=O ([4′-(6-ethoxy-pridin-3-yl)-2′-formyl-6-methoxy-biphenyl-3-yl]-acetic acid ethyl ester), C(C)N (ethylamine). Product: C(C)OC(CC=1C=C(C(=CC1)OC)C1=C(C=C(C=C1)C=1C=NC(=CC1)OCC)CNCC)=O ([4′-(6-Ethoxy-pyridin-3-yl)-2′-ethylaminomethyl-6-methoxy-biphenyl-3-yl]-acetic acid ethyl ester). Reaction SMILES: [CH2:1]([O:3][C:4](=[O:31])[CH2:5][C:6]1[CH:7]=[C:8]([C:14]2[CH:19]=[CH:18][C:17]([C:20]3[CH:21]=[N:22][C:23]([O:26][CH2:27][CH3:28])=[CH:24][CH:25]=3)=[CH:16][C:15]=2[CH:29]=O)[C:9]([O:12][CH3:13])=[CH:10][CH:11]=1)[CH3:2].[CH2:32]([NH2:34])[CH3:33]>>[CH2:1]([O:3][C:4](=[O:31])[CH2:5][C:6]1[CH:7]=[C:8]([C:14]2[CH:19]=[CH:18][C:17]([C:20]3[CH:21]=[N:22][C:23]([O:26][CH2:27][CH3:28])=[CH:24][CH:25]=3)=[CH:16][C:15]=2[CH2:29][NH:34][CH2:32][CH3:33])[C:9]([O:12][CH3:13])=[CH:10][CH:11]=1)[CH3:2]. Procedure details: Prepared according to the procedure described in Example 33, Step 4, using the following starting materials: [4′-(6-ethoxy-pridin-3-yl)-2′-formyl-6-methoxy-biphenyl-3-yl]-acetic acid ethyl ester and ethylamine (2M in THF). Reactants: CCN=C=NCCCN(C)C, CCN(C(C)C)C(C)C, Cc1cn(Cc2ccc(Cl)cc2Cl)c2c(C=CC(=O)O)cc(F)cc12, NS(=O)(=O)c1cc(Cl)c(Cl)s1, ClCCl, Cl, O, O, On1nnc2ccccc21. Product: Cc1cn(Cc2ccc(Cl)cc2Cl)c2c(C=CC(=O)NS(=O)(=O)c3cc(Cl)c(Cl)s3)cc(F)cc12. RXN SMILES: [CH3:26][CH2:27][N:28]=[C:29]=[N:30][CH2:31][CH2:32][CH2:33][N:34]([CH3:35])[CH3:36].[CH:48]([N:49]([CH:50]([CH3:51])[CH3:52])[CH2:53][CH3:54])([CH3:55])[CH3:56].[Cl:1][c:2]1[c:3]([CH2:4][n:5]2[cH:6][c:7]([CH3:20])[c:8]3[cH:9][c:10]([F:19])[cH:11][c:12]([CH:14]=[CH:15][C:16](=[O:17])[OH:18])[c:13]23)[cH:21][cH:22][c:23]([Cl:25])[cH:24]1.[Cl:57][c:58]1[cH:59][c:60]([S:64](=[O:65])(=[O:66])[NH2:67])[s:61][c:62]1[Cl:63].[Cl:69][CH2:70][Cl:71].[ClH:68].[OH2:47].[OH2:72].[OH:37][n:38]1[c:39]2[c:40]([cH:41][cH:42][cH:43][cH:44]2)[n:45][n:46]1>>[Cl:1][c:2]1[c:3]([CH2:4][n:5]2[cH:6][c:7]([CH3:20])[c:8]3[cH:9][c:10]([F:19])[cH:11][c:12]([CH:14]=[CH:15][C:16](=[O:17])[NH:67][S:64]([c:60]4[cH:59][c:58]([Cl:57])[c:62]([Cl:63])[s:61]4)(=[O:65])=[O:66])[c:13]23)[cH:21][cH:22][c:23]([Cl:25])[cH:24]1. The reactants are hydroxyarylketone, IC1=CC=C(C=O)C=C1 (4-iodobenzaldehyde), N1CCCCC1 (piperidine), C1CCC2=NCCCN2CC1 (DBU), C(C)(CC)O (s-butanol). Run at temperature 90 celsius, time 8 hour. Product: C=1C=CC2=C(C1)C(=O)CCO2 (chromanone). RXN SMILES: I[C:2]1[CH:9]=[CH:8][C:5]([CH:6]=[O:7])=[CH:4][CH:3]=1.N1CCCCC1.C1CCN2C(=NCCC2)CC1.[CH:27]([OH:31])(CC)[CH3:28]>>[CH:3]1[CH:2]=[CH:9][C:8]2[O:31][CH2:27][CH2:28][C:6](=[O:7])[C:5]=2[CH:4]=1. Procedure: A solution of protected hydroxyarylketone (1.0 equiv), 4-iodobenzaldehyde (1.0 equiv), piperidine (0.35 equiv), and DBU (0.35 equiv) in s-butanol (1.0 M) was heated at reflux. Using a Dean-Stark trap, half of the solvent was removed over 30-40 min, and the reaction was kept at reflux without further concentration for additional 4-8 h. The reaction mixture was cooled to 90° C., i-propanol (0.7-1.0 fold of s-butanol v/v) was added, and the reaction was allowed to cool to room temperature. Any larg...